This data is from the Open Reaction Database (ORD), a public repository of structured organic reaction records. The task is: describe an organic reaction: reactants, conditions, products, and yield Starting materials: BrC1=CC(=C(S1)Cl)CC1=CC=C(C=C1)OC (5-bromo-2-chloro-3-(4-methoxybenzyl)thiophene), B(Br)(Br)Br (boron tribromide), O (H2O), Cl (HCl). Run in C(Cl)Cl (CH2Cl2). Reaction conditions: time 3 hour. Yields the product BrC1=CC(=C(S1)Cl)CC1=CC=C(C=C1)O (4-((5-bromo-2-chlorothiophen-3-yl)methyl)phenol). Reaction SMILES: [Br:1][C:2]1[S:6][C:5]([Cl:7])=[C:4]([CH2:8][C:9]2[CH:14]=[CH:13][C:12]([O:15]C)=[CH:11][CH:10]=2)[CH:3]=1.B(Br)(Br)Br.Cl.O>C(Cl)Cl>[Br:1][C:2]1[S:6][C:5]([Cl:7])=[C:4]([CH2:8][C:9]2[CH:14]=[CH:13][C:12]([OH:15])=[CH:11][CH:10]=2)[CH:3]=1. Procedure details: To a solution of thiophene 3 (5.44 g, 17.1 mmol) in CH2Cl2 (50 mL) was added boron tribromide (20 mL, 1M in CH2Cl2) at 0° C. The mixture was warmed up to room temperature slowly and stirred at room temperature for 3 hours. To the mixture was added aq. 1N HCl solution (35 mL) dropwise at 0° C. and H2O was added to the mixture. The mixture was extracted with EtOAc (50 mL×2). The combined organic layer was dried over MgSO4, filtered, and concentrated in vacuo. The crude product 4 was dried under hi...